Dataset: the Open Reaction Database (ORD), a public repository of structured organic reaction records. Task: describe an organic reaction: reactants, conditions, products, and yield The reactants are Cl (HCl), O1CCOCC1 (1,4-dioxane), COC1=NC=NC(=C1C(CCCC(=O)OC)NS(=O)C(C)(C)C)OC (methyl 5-(4,6-dimethoxypyrimidin-5-yl)-5-(1,1-dimethylethylsulfinamido)pentanoate). Solvent: CO (MeOH). Run at temperature 0 celsius, time 10 minute. Product: Cl.NC(CCCC(=O)OC)C=1C(=NC=NC1OC)OC (methyl 5-amino-5-(4,6-dimethoxypyrimidin-5-yl)pentanoate HCl salt). Reaction SMILES: [CH3:1][O:2][C:3]1[C:8]([CH:9]([NH:17]S(C(C)(C)C)=O)[CH2:10][CH2:11][CH2:12][C:13]([O:15][CH3:16])=[O:14])=[C:7]([O:24][CH3:25])[N:6]=[CH:5][N:4]=1.[ClH:26].O1CCOCC1>CO>[ClH:26].[NH2:17][CH:9]([C:8]1[C:3]([O:2][CH3:1])=[N:4][CH:5]=[N:6][C:7]=1[O:24][CH3:25])[CH2:10][CH2:11][CH2:12][C:13]([O:15][CH3:16])=[O:14] |f:4.5|. Reported procedure: A cooled (0° C.) slightly yellow solution of methyl 5-(4,6-dimethoxypyrimidin-5-yl)-5-(1,1-dimethylethylsulfinamido)pentanoate (178 mg; 0.47 mmol) in MeOH (4 ml) was treated dropwise with a solution of 4 M HCl in 1,4-dioxane (0.24 ml; 0.96 mmol). The resulting yellow mixture was further stirred at 0° C., under nitrogen, for 10 min., and then at rt for 5 h. The reaction mixture was then concentrated to dryness under reduced pressure and the yellow oily residue was further dried under HV to give m...